Dataset: the Open Reaction Database (ORD), a public repository of structured organic reaction records. Task: describe an organic reaction: reactants, conditions, products, and yield Starting materials: N1(C=NC2=C1C=CC=C2)C=2SC(=C(N2)OCC2=C(C=CC=C2)C(F)(F)F)C(=O)N (2-(1H-benzimidazol-1-yl)-4-({[2-(trifluoromethyl)phenyl]methyl}oxy)-1,3-thiazole-5-carboxamide), C(=O)([O-])[O-].[K+].[K+] (K2CO3), ClC=1SC(=C(N1)OCC1=C(C=CC=C1)C(F)(F)F)C(=O)N (2-chloro-4-({[2-(trifluoromethyl)phenyl]methyl}oxy)-1,3-thiazole-5-carboxamide), COC1=CC2=C(N=CN2)C=C1OC (5,6-dimethoxybenzimidazole). Solvent: CN(C)C=O (DMF). The product is COC1=CC2=C(N(C=N2)C=2SC(=C(N2)OCC2=C(C=CC=C2)C(F)(F)F)C(=O)N)C=C1OC (2-[5,6-Bis(methyloxy)-1H-benzimidazol-1-yl]-4-({[2-(trifluoromethyl)phenyl]-methyl}oxy)-1,3-thiazole-5-carboxamide). Yield: 54.9%. As a reaction SMILES: N1(C2SC(C(N)=O)=C(OCC3C=CC=CC=3C(F)(F)F)N=2)C2C=CC=CC=2N=C1.Cl[C:31]1[S:32][C:33]([C:48]([NH2:50])=[O:49])=[C:34]([O:36][CH2:37][C:38]2[CH:43]=[CH:42][CH:41]=[CH:40][C:39]=2[C:44]([F:47])([F:46])[F:45])[N:35]=1.[CH3:51][O:52][C:53]1[C:61]([O:62][CH3:63])=[CH:60][C:56]2[N:57]=[CH:58][NH:59][C:55]=2[CH:54]=1.C([O-])([O-])=O.[K+].[K+]>CN(C=O)C>[CH3:63][O:62][C:61]1[C:53]([O:52][CH3:51])=[CH:54][C:55]2[N:59]([C:31]3[S:32][C:33]([C:48]([NH2:50])=[O:49])=[C:34]([O:36][CH2:37][C:38]4[CH:43]=[CH:42][CH:41]=[CH:40][C:39]=4[C:44]([F:47])([F:46])[F:45])[N:35]=3)[CH:58]=[N:57][C:56]=2[CH:60]=1 |f:3.4.5|. Reported procedure: The title compound was prepared in a manner analogous to the procedure described above for the preparation of 2-(1H-benzimidazol-1-yl)-4-({[2-(trifluoromethyl)phenyl]methyl}oxy)-1,3-thiazole-5-carboxamide, using the following materials: 2-chloro-4-({[2-(trifluoromethyl)phenyl]methyl}oxy)-1,3-thiazole-5-carboxamide (0.146 g, 0.434 mmol), 5,6-dimethoxybenzimidazole (0.0851 g, 0.478 mmol), K2CO3 (0.0720 g, 0.521 mmol) and DMF (4 mL). Flash chromatography afforded 0.114 g (55%) of the title compound... Reactants: C(#N)C1=CC=C(C=C1)C(C(=O)OCC)C (ethyl 2-(4-cyanophenyl)propanoate), O1CCCC1 (tetrahydrofuran), O (water), [OH-].[Na+] (sodium hydroxide). Procedure details: To a stirred solution of ethyl 2-(4-cyanophenyl)propanoate (453 mg, 1.968 mmol) in co-solvent with tetrahydrofuran and water (1:1) were added sodium hydroxide (197 mg, 4.919 mmol). The reaction mixture was stirred for overnight at room temperature, then acidified to pH 3-4 with acetic acid. The residue was diluted with ethylacetate and washed with water and brine. The organic layer was dried over magnesium sulfate and filtered. The filtrate removed in vacuo. The crude 2-(4-cyanophenyl)propanoic ... The product is C(#N)C1=CC=C(C=C1)C(C(=O)O)C (2-(4-cyanophenyl)propanoic acid). Run in C(C)OC(C)=O (ethylacetate), C(C)(=O)O (acetic acid). As a reaction SMILES: [C:1]([C:3]1[CH:8]=[CH:7][C:6]([CH:9]([CH3:15])[C:10]([O:12]CC)=[O:11])=[CH:5][CH:4]=1)#[N:2].O1CCCC1.O.[OH-].[Na+]>C(OC(=O)C)C.C(O)(=O)C>[C:1]([C:3]1[CH:4]=[CH:5][C:6]([CH:9]([CH3:15])[C:10]([OH:12])=[O:11])=[CH:7][CH:8]=1)#[N:2] |f:3.4|. Yield: 122.4%. Run at time 8 hour. Reactants: N1C=C(C2=CC=CC=C12)C=C(C#N)C#N (2-(Indol-3-ylmethylene)-malononitrile), C(CC#N)#N (malononitrile), N1C=C(C2=CC=CC=C12)C=O (indole-3-carboxaldehyde), CCO (EtOH). The reagents and catalysts are N1CCCCC1 (piperidine). Reaction conditions: time 5 minute. Yields the product NC=1OC2=C3C(=CC=C2C(C1C#N)C1=CNC2=CC=CC=C12)N(C=C3)C (2-Amino-3-cyano-4-(indol-3-yl)-7-methyl-4H-pyrrolo[2,3-h]chromene). Isolated yield 75.0%. Reaction SMILES: [NH:1]1[C:9]2[C:4](=[CH:5][CH:6]=[CH:7][CH:8]=2)[C:3]([CH:10]=[C:11]([C:14]#[N:15])[C:12]#[N:13])=[CH:2]1.[C:16](#N)CC#N.[NH:21]1[C:29]2[C:24](=[CH:25][CH:26]=CC=2)[C:23](C=O)=[CH:22]1.[CH3:32][CH2:33][OH:34]>N1CCCCC1>[NH2:13][C:12]1[O:34][C:33]2[C:26]([CH:10]([C:3]3[C:4]4[C:9](=[CH:8][CH:7]=[CH:6][CH:5]=4)[NH:1][CH:2]=3)[C:11]=1[C:14]#[N:15])=[CH:25][CH:24]=[C:29]1[N:21]([CH3:16])[CH:22]=[CH:23][C:32]=21. Reported procedure: 2-(Indol-3-ylmethylene)-malononitrile: A yellow suspension of malononitrile (0.114 g, 1.72 mmol), anhydrous EtOH (1.72 mL), indole-3-carboxaldehyde (0.250 g, 1.72 mmol), and piperidine (6.8 μL, 0.069 mmol) was heated to form a yellow solution. Within 5 min, a yellow precipitate was formed and the reaction mixture was cooled to room temperature over 15 min. The yellow precipitate was filtered and collected, yielding 0.250 g (75%) of the title compound as a yellow solid.